From a dataset of the Open Reaction Database (ORD), a public repository of structured organic reaction records. describe an organic reaction: reactants, conditions, products, and yield The reactants are O=S1(CCN(CC2=C1C=CC=C2)C2=NC1=CC=C(C=C1C(=C2)NCC2CN(CCO2)C(=O)OC(C)(C)C)C)=O (tert-butyl 2-{[2-(1,1-dioxido-2,3-dihydro-1,4-benzothiazepin-4(5H)-yl)-6-methylquinolin-4-ylamino]-methyl}-morpholine-4-carboxylate), ClC1=CC(=NC2=CC=C(C=C12)Cl)N1CCS(C2=C(C1)C=CC=C2)(=O)=O (4-(4,6-dichloroquinolin-2-yl)-2,3,4,5-tetrahydro-1,4-benzothiazepine 1,1-dioxide), NC1CN(C1)C(=O)OC(C)(C)C (tert-butyl 3-aminoazetidine-1-carboxylate). The product is ClC=1C=C2C(=CC(=NC2=CC1)N1CCS(C2=C(C1)C=CC=C2)(=O)=O)NC2CN(C2)C(=O)OC(C)(C)C (tert-Butyl 3-[6-chloro-2-(1,1-dioxido-2,3-dihydro-1,4-benzothiazepin-4(5H)-yl)-quinolin-4-ylamino]-azetidine-1-carboxylate). Reaction SMILES: O=S1(=O)C2C=CC=CC=2CN(C2C=C(NCC3OCCN(C(OC(C)(C)C)=O)C3)C3C(=CC=C(C)C=3)N=2)CC1.Cl[C:41]1[C:50]2[C:45](=[CH:46][CH:47]=[C:48]([Cl:51])[CH:49]=2)[N:44]=[C:43]([N:52]2[CH2:58][C:57]3[CH:59]=[CH:60][CH:61]=[CH:62][C:56]=3[S:55](=[O:64])(=[O:63])[CH2:54][CH2:53]2)[CH:42]=1.[NH2:65][CH:66]1[CH2:69][N:68]([C:70]([O:72][C:73]([CH3:76])([CH3:75])[CH3:74])=[O:71])[CH2:67]1>>[Cl:51][C:48]1[CH:49]=[C:50]2[C:45](=[CH:46][CH:47]=1)[N:44]=[C:43]([N:52]1[CH2:58][C:57]3[CH:59]=[CH:60][CH:61]=[CH:62][C:56]=3[S:55](=[O:64])(=[O:63])[CH2:54][CH2:53]1)[CH:42]=[C:41]2[NH:65][CH:66]1[CH2:67][N:68]([C:70]([O:72][C:73]([CH3:76])([CH3:75])[CH3:74])=[O:71])[CH2:69]1. Procedure: The title compound was prepared in analogy to tert-butyl 2-{[2-(1,1-dioxido-2,3-dihydro-1,4-benzothiazepin-4(5H)-yl)-6-methylquinolin-4-ylamino]-methyl}-morpholine-4-carboxylate in Example 21-1 by using 4-(4,6-dichloroquinolin-2-yl)-2,3,4,5-tetrahydro-1,4-benzothiazepine 1,1-dioxide and tert-butyl 3-aminoazetidine-1-carboxylate. The reactants are O (Water), ClC(C(=O)OC)=O (Methyl chloro(oxo)acetate), C1(CCCCC1)C1=CC=C(N)C=C1 (4-cyclohexylaniline), N1=CC=CC=C1 (pyridine). Run in C(Cl)Cl (DCM). Run at time 16 hour. Yields the product C1(CCCCC1)C1=CC=C(C=C1)NC(C(=O)OC)=O (methyl [(4-cyclohexylphenyl)amino](oxo)acetate). As a reaction SMILES: Cl[C:2](=[O:7])[C:3]([O:5][CH3:6])=[O:4].[CH:8]1([C:14]2[CH:20]=[CH:19][C:17]([NH2:18])=[CH:16][CH:15]=2)[CH2:13][CH2:12][CH2:11][CH2:10][CH2:9]1.N1C=CC=CC=1.O>C(Cl)Cl>[CH:8]1([C:14]2[CH:15]=[CH:16][C:17]([NH:18][C:2](=[O:7])[C:3]([O:5][CH3:6])=[O:4])=[CH:19][CH:20]=2)[CH2:9][CH2:10][CH2:11][CH2:12][CH2:13]1. Procedure details: Methyl chloro(oxo)acetate (1.88 mL) was added to a stirred solution of 4-cyclohexylaniline (2980 mg) and pyridine (1.80 mL) in DCM (100 mL) at 0° C. After the addition was complete allowed to warm to ambient temperature and stirred for 16 hours. Water (50 mL) added. Extracted with DCM (2×75 mL). The organics were combined washed with brine (50 mL), dried over MgSO4 and concentrated in vacuo to give methyl [(4-cyclohexylphenyl)amino](oxo)acetate (4133 mg) as a solid; 1H NMR δ 10.66 (1H, s), 7.60 ...